From a dataset of the Open Reaction Database (ORD), a public repository of structured organic reaction records. describe an organic reaction: reactants, conditions, products, and yield The reactants are CC=1C=CC(=C(C(=O)O)C1)C1=NC=CN=C1 (5-methyl-2-(pyrazin-2-yl)benzoic acid), BrC1=CN=CN1C (5-bromo-1-methyl-1H-imidazole). The product is CC=1C=CC(=C(C(=O)O)C1)C1=CN=CN1C (5-Methyl-2-(1-methyl-1H-imidazol-5-yl)benzoic acid). As a reaction SMILES: [CH3:1][C:2]1[CH:3]=[CH:4][C:5]([C:11]2[CH:16]=[N:15][CH:14]=[CH:13][N:12]=2)=[C:6]([CH:10]=1)[C:7]([OH:9])=[O:8].BrC1N(C)C=NC=1>>[CH3:1][C:2]1[CH:3]=[CH:4][C:5]([C:11]2[N:12]([CH3:13])[CH:14]=[N:15][CH:16]=2)=[C:6]([CH:10]=1)[C:7]([OH:9])=[O:8]. Procedure details: The title compound was prepared following the same general protocol as described for 5-methyl-2-(pyrazin-2-yl)benzoic acid in Example A19, starting from 5-bromo-1-methyl-1H-imidazole. ESI-MS (m/z): 217 [M+1]+. Reactants: COC(=O)C=1[C@@H]2[C@@H]([C@@H](OC1)OC(C)OCC)C(=CC2)C=O ((1S,4aS,7aR)-1-[1-(ethoxy) ethoxy]-7-formyl-1,4a,5,7a-tetrahydrocyclopenta [c] pyrane-4-carboxylic acid methylester), [Cl-].[NH4+] (ammonium chloride), C(CCCC)Br.[Mg] (magnesium pentylbromide). Solvent: O1CCCC1 (tetrahydrofuran). Run at temperature -78 celsius. Yields the product hexane-ether, COC(=O)C=1C2C(COC1)C=CC2 (1,4a,5,7a-tetrahydrocyclopenta [c] pyrane-4-carboxylic acid methylester). The yield is 154.9%. Reaction SMILES: [CH3:1][O:2][C:3]([C:5]1[C@H:6]2[CH2:19][CH:18]=[C:17](C=O)[C@@H:7]2[C@H:8](OC(OCC)C)[O:9][CH:10]=1)=[O:4].C(Br)CCCC.[Mg].[Cl-].[NH4+]>O1CCCC1>[CH3:1][O:2][C:3]([C:5]1[CH:6]2[CH2:19][CH:18]=[CH:17][CH:7]2[CH2:8][O:9][CH:10]=1)=[O:4] |f:1.2,3.4|. Reported procedure: 1.55 g of (1S,4aS,7aR)-1-[1-(ethoxy) ethoxy]-7-formyl-1,4a,5,7a-tetrahydrocyclopenta [c] pyrane-4-carboxylic acid methylester were dissolved in anhydrous tetrahydrofuran, followed by dropping 20 ml of magnesium pentylbromide (0.3 M tetrahydrofuran solution) while stirring and cooling at −78° C., and then stirring for 4 hours at the same temperature. After addition of saturated aqueous ammonium chloride solution to the reaction mixture, it was extracted with ethyl acetate. After washing the organ... Reactants: ice, C(C)(C)(C)C1CCC(CC1)NS(=O)(=O)C1=CC=2C(C3=CC(=CC=C3C(C2C=C1)=O)S(=O)(=O)NC1CCC(CC1)C(C)(C)C)=O (N2,N7-bis(4-tert-butylcyclohexyl)-9,10-dioxo-9,10-dihydroanthracene-2,7-disulfonamide), [H-].[Na+] (NaH), Cl.ClCCCN(C)C (3-chloro-N,N-dimethylpropan-1-amine hydrochloride), [OH-].[Na+] (NaOH). Solvent: CN(C)C=O (DMF). Run at temperature 40 celsius, time 5 minute. Product: 13-1, C(C)(C)(C)C1CCC(CC1)N(S(=O)(=O)C1=CC=2C(C3=CC(=CC=C3C(C2C=C1)=O)S(=O)(=O)N(CCCN(C)C)C1CCC(CC1)C(C)(C)C)=O)CCCN(C)C (N2,N7-bis(4-tert-butylcyclohexyl)-N2,N7-bis(3-(dimethylamino)propyl)-9,10-dioxo-9,10-dihydroanthracene-2,7-disulfonamide). Yield: 19.6%. As a reaction SMILES: [C:1]([CH:5]1[CH2:10][CH2:9][CH:8]([NH:11][S:12]([C:15]2[CH:28]=[CH:27][C:26]3[C:25](=[O:29])[C:24]4[C:19](=[CH:20][C:21]([S:30]([NH:33][CH:34]5[CH2:39][CH2:38][CH:37]([C:40]([CH3:43])([CH3:42])[CH3:41])[CH2:36][CH2:35]5)(=[O:32])=[O:31])=[CH:22][CH:23]=4)[C:18](=[O:44])[C:17]=3[CH:16]=2)(=[O:14])=[O:13])[CH2:7][CH2:6]1)([CH3:4])([CH3:3])[CH3:2].[H-].[Na+].Cl.Cl[CH2:49][CH2:50][CH2:51][N:52]([CH3:54])[CH3:53].[OH-].[Na+]>CN(C=O)C>[C:1]([CH:5]1[CH2:10][CH2:9][CH:8]([N:11]([CH2:49][CH2:50][CH2:51][N:52]([CH3:54])[CH3:53])[S:12]([C:15]2[CH:28]=[CH:27][C:26]3[C:25](=[O:29])[C:24]4[C:19](=[CH:20][C:21]([S:30]([N:33]([CH:34]5[CH2:35][CH2:36][CH:37]([C:40]([CH3:43])([CH3:42])[CH3:41])[CH2:38][CH2:39]5)[CH2:49][CH2:50][CH2:51][N:52]([CH3:54])[CH3:53])(=[O:31])=[O:32])=[CH:22][CH:23]=4)[C:18](=[O:44])[C:17]=3[CH:16]=2)(=[O:13])=[O:14])[CH2:7][CH2:6]1)([CH3:4])([CH3:3])[CH3:2] |f:1.2,3.4,5.6|. Procedure: To an ice cold solution of the sulfonamide (1-36, 6.82 g, 10.61 mmol) in anhydrous DMF (100 ml) under argon was added NaH (95.0%, 697 mg, 27.58 mmol). The solution was stirred for 5 min, and then 3-chloro-N,N-dimethylpropan-1-amine hydrochloride (2.18 g, 13.8 mmol) was added. After 10 min, the reaction mixture was transferred to a pre heated oil bath at 40° C. and stirred for 3 days. LCMS showed the presence of monoalkylated and bisalkylated products (ratio, 65:25) together with unreacted starti... Starting materials: FC1=CC=C(C=C1)C=1SC=C(N1)CCN (2-(2-(4-fluorophenyl)thiazol-4-yl)ethanamine), FC(C1=NC(=NO1)C=1C=NC=C(C(=O)O)C1)(F)F (5-(5-(trifluoromethyl)-1,2,4-oxadiazol-3-yl)nicotinic acid). Yields the product FC1=CC=C(C=C1)C=1SC=C(N1)CCNC(C1=CN=CC(=C1)C1=NOC(=N1)C(F)(F)F)=O (N-(2-(2-(4-Fluorophenyl)thiazol-4-yl)ethyl)-5-(5-(trifluoromethyl)-1,2,4-oxadiazol-3-yl)nicotinamide). The yield is 17.0%. Reaction SMILES: [F:1][C:2]1[CH:7]=[CH:6][C:5]([C:8]2[S:9][CH:10]=[C:11]([CH2:13][CH2:14][NH2:15])[N:12]=2)=[CH:4][CH:3]=1.[F:16][C:17]([F:33])([F:32])[C:18]1[O:22][N:21]=[C:20]([C:23]2[CH:24]=[N:25][CH:26]=[C:27]([CH:31]=2)[C:28](O)=[O:29])[N:19]=1>>[F:1][C:2]1[CH:3]=[CH:4][C:5]([C:8]2[S:9][CH:10]=[C:11]([CH2:13][CH2:14][NH:15][C:28](=[O:29])[C:27]3[CH:31]=[C:23]([C:20]4[N:19]=[C:18]([C:17]([F:33])([F:32])[F:16])[O:22][N:21]=4)[CH:24]=[N:25][CH:26]=3)[N:12]=2)=[CH:6][CH:7]=1. Procedure: This compound was synthesized from 2-(2-(4-fluorophenyl)thiazol-4-yl)ethanamine and 5-(5-(trifluoromethyl)-1,2,4-oxadiazol-3-yl)nicotinic acid as described in example 8 step 6 (30 mg, yield 17%). 1H NMR (400 MHz, DMSO-d6) δ 9.45 (br s, 1H), 9.26 (br s, 1H), 8.82 (t, J=2.0 Hz, 1H), 7.96-7.92 (m, 3H), 7.14-7.08 (m, 3H), 3.94-3.89 (m, 2H), 3.19-3.16 (m, 2H). MS (ESI) m/z: Calculated for C20H13F4N5O2S: 463.07. found: 464.0 (M+H)+. Starting materials: C(C=C)OC1=CC=C(C=C1)Br (1-allyloxy-4-bromobenzene), CCCCC.C(C)(C)(C)[Li] (tert-butyllithium n-pentane), C(=O)C1=C(C=C(C(=O)OC)C=C1)O (methyl 4-formyl-3-hydroxybenzoate), [Cl-].[NH4+] (ammonium chloride). Procedure: To a solution of 1-allyloxy-4-bromobenzene (3.1 g) in tetrahydrofuran (70 mL) was added 1.45 mol/L tert-butyllithium n-pentane solution (11 mL) under an argon atmosphere at −78° C. After the mixture was stirred at −78° C. for 5 minutes, a solution of methyl 4-formyl-3-hydroxybenzoate (0.89 g) in tetrahydrofuran (15 mL) was added to the reaction mixture. After the mixture was stirred for 30 minutes under ice-cooling, a saturated aqueous ammonium chloride solution and water were added to the react... Isolated yield 108.8%. Conditions: temperature -78 celsius, time 5 minute. Reaction SMILES: C(O[C:5]1[CH:10]=[CH:9][C:8](Br)=[CH:7][CH:6]=1)C=C.CCCCC.C([Li])(C)(C)C.[CH:22]([C:24]1[CH:33]=[CH:32][C:27](C(OC)=O)=[CH:26][C:25]=1O)=[O:23].[Cl-].[NH4+]>O1CCCC1.O>[C:24]1([CH:22]([C:5]2[CH:6]=[CH:7][CH:8]=[CH:9][CH:10]=2)[OH:23])[CH:33]=[CH:32][CH:27]=[CH:26][CH:25]=1 |f:1.2,4.5|. The product is C1(=CC=CC=C1)C(O)C1=CC=CC=C1 (diphenylmethanol). Solvent: O1CCCC1 (tetrahydrofuran), O1CCCC1 (tetrahydrofuran), O (water).